This data is from the Open Reaction Database (ORD), a public repository of structured organic reaction records. The task is: describe an organic reaction: reactants, conditions, products, and yield Reactants: c1(cc(ccc1)B(O)O)C(F)(F)F, c1(cc(c(cc1)O)c1cc(ncc1)CO)Cl. Reagents/catalysts: c1ccc(cc1)-c2c3ccccc3cc4ccccc24 (9-Phenylanthracene), C(=O)([O-])[O-].[K+].[K+]   (K2CO3), P([C@]12C[C@@H]3C[C@H](C2)C[C@@H](C1)C3)([C@]12C[C@@H]3C[C@@H](C2)C[C@@H](C1)C3)CCCC (cataCXium A), C(O[Pd]OC(C)=O)(C)=O (Pd(OAc)2). Solvent: CCCC#N (Butanenitrile). Reaction conditions: temperature 110 celsius, time 18 hour. The product is OCc1cc(ccn1)c2cc(ccc2O)c3cccc(c3)C(F)(F)F. As a reaction SMILES: [OH:1][CH2:2][c:3]1[n:8][cH:7][cH:6][c:5]([c:9]2[c:14]([OH:15])[cH:13][cH:12][c:11](Cl)[cH:10]2)[cH:4]1.OB([c:16]1[cH:21][c:20]([C:22]([F:25])([F:24])[F:23])[cH:19][cH:18][cH:17]1)O>>[OH:1][CH2:2][c:3]1[n:8][cH:7][cH:6][c:5]([c:9]2[c:14]([OH:15])[cH:13][cH:12][c:11]([c:16]3[cH:21][c:20]([C:22]([F:25])([F:24])[F:23])[cH:19][cH:18][cH:17]3)[cH:10]2)[cH:4]1.